From a dataset of the Open Reaction Database (ORD), a public repository of structured organic reaction records. describe an organic reaction: reactants, conditions, products, and yield The reactants are CC(C)(CO)c1ccc(C(=O)Nc2nc3ccc(Br)nc3s2)cc1, CC1(C)OB(c2ccncc2)OC1(C)C. Yields the product CC(C)(CO)c1ccc(C(=O)Nc2nc3ccc(-c4ccncc4)nc3s2)cc1. As a reaction SMILES: [Br:1][c:2]1[cH:3][cH:4][c:5]2[c:6]([n:7]1)[s:8][c:9]([NH:11][C:12]([c:13]1[cH:14][cH:15][c:16]([C:19]([CH2:20][OH:21])([CH3:22])[CH3:23])[cH:17][cH:18]1)=[O:24])[n:10]2.[CH3:25][C:26]1([CH3:27])[C:28]([CH3:29])([CH3:30])[O:31][B:32]([c:33]2[cH:34][cH:35][n:36][cH:37][cH:38]2)[O:39]1>>[c:2]1(-[c:33]2[cH:34][cH:35][n:36][cH:37][cH:38]2)[cH:3][cH:4][c:5]2[c:6]([n:7]1)[s:8][c:9]([NH:11][C:12]([c:13]1[cH:14][cH:15][c:16]([C:19]([CH2:20][OH:21])([CH3:22])[CH3:23])[cH:17][cH:18]1)=[O:24])[n:10]2. Starting materials: C1CCOC1, C[Si](C)(C)[N-][Si](C)(C)C, CI, Cl, [Li+], CCOC(=O)CC(=O)c1ccco1. Product: CCOC(=O)C(C)C(=O)c1ccco1. RXN SMILES: [CH2:27]1[O:28][CH2:29][CH2:30][CH2:31]1.[CH3:14][Si:15]([N-:16][Si:17]([CH3:18])([CH3:19])[CH3:20])([CH3:21])[CH3:22].[CH3:24][I:25].[ClH:26].[Li+:23].[O:1]=[C:2]([CH2:3][C:4](=[O:5])[O:6][CH2:7][CH3:8])[c:9]1[o:10][cH:11][cH:12][cH:13]1>>[O:1]=[C:2]([CH:3]([C:4](=[O:5])[O:6][CH2:7][CH3:8])[CH3:14])[c:9]1[o:10][cH:11][cH:12][cH:13]1. The reactants are FC1=C(C=CC(=C1)F)C(C=C)O (1-(2,4-difluorophenyl)prop-2-en-1-ol), C1(=CC=CC=C1)P(C1=CC=CC=C1)C1=CC=CC=C1 (triphenylphosphine), IC1=C(C=CC(=C1)S(=O)(=O)C1=CC=CC=C1)N ([2-iodo-4-(phenylsulfonyl)phenyl]amine), C(O)([O-])=O.[Na+] (sodium hydrogencarbonate). The reagents and catalysts are C(C)(=O)[O-].[Pd+2].C(C)(=O)[O-] (palladium acetate). Run in CN(P(=O)(N(C)C)N(C)C)C (hexamethylphosphoramide), O (water). Conditions: temperature 140 celsius. Product: FC1=C(C=CC(=C1)F)C1=NC2=CC=C(C=C2C=C1)S(=O)(=O)C1=CC=CC=C1 (2-(2,4-Difluorophenyl)-6-(phenylsulfonyl)quinoline). Isolated yield 10.2%. Reaction SMILES: [F:1][C:2]1[CH:7]=[C:6]([F:8])[CH:5]=[CH:4][C:3]=1[CH:9](O)[CH:10]=[CH2:11].I[C:14]1[CH:19]=[C:18]([S:20]([C:23]2[CH:28]=[CH:27][CH:26]=[CH:25][CH:24]=2)(=[O:22])=[O:21])[CH:17]=[CH:16][C:15]=1[NH2:29].C(=O)([O-])O.[Na+].C1(P(C2C=CC=CC=2)C2C=CC=CC=2)C=CC=CC=1>CN(C)P(N(C)C)(N(C)C)=O.O.C([O-])(=O)C.[Pd+2].C([O-])(=O)C>[F:1][C:2]1[CH:7]=[C:6]([F:8])[CH:5]=[CH:4][C:3]=1[C:9]1[CH:10]=[CH:11][C:16]2[C:15](=[CH:14][CH:19]=[C:18]([S:20]([C:23]3[CH:28]=[CH:27][CH:26]=[CH:25][CH:24]=3)(=[O:22])=[O:21])[CH:17]=2)[N:29]=1 |f:2.3,7.8.9|. Procedure: 1-(2,4-Difluorophenyl)prop-2-en-1-ol (Step 3, 260 mg, 1.41 mmol), [2-iodo-4-(phenylsulfonyl)phenyl]amine (Step 2, 359 mg, 1 mmol), palladium acetate (22 mg, 0.1 mmol), sodium hydrogencarbonate (162 mg, 3 mmol) and triphenylphosphine (26 mg, 0.1 mmol) were combined in hexamethylphosphoramide (5 mL) and heated to 140° C. for 16 hours. The reaction mixture was diluted with water and extracted with ethyl acetate. The combined organic layers were washed with brine (x5), dried over MgSO4 and evaporate... Starting materials: C(C)(C)(C)OC(=O)N1CCC(CC1)C1=CC=C(C(=O)N2CCN(CC2)S(=O)(=O)C2=CC3=CC=C(C=C3C=C2)Cl)C=C1 (1-[4-(N-tert-butoxycarbonylpiperidin-4-yl)benzoyl]-4-(6-chloronaphthalene-2-sulfonyl)piperazine), Cl (hydrochloric acid). Solvent: C(C)(=O)OCC (ethyl acetate), C(C)(=O)OCC (ethyl acetate), CCOCC (ether). Run at time 1 hour. The product is Cl.ClC=1C=C2C=CC(=CC2=CC1)S(=O)(=O)N1CCN(CC1)C(C1=CC=C(C=C1)C1CCNCC1)=O (1-(6-Chloronaphthalene-2-sulfonyl)-4-[4-(4-piperidyl)benzoyl]piperazine hydrochloride). Yield: 188.0%. As a reaction SMILES: C(OC([N:8]1[CH2:13][CH2:12][CH:11]([C:14]2[CH:41]=[CH:40][C:17]([C:18]([N:20]3[CH2:25][CH2:24][N:23]([S:26]([C:29]4[CH:38]=[CH:37][C:36]5[C:31](=[CH:32][CH:33]=[C:34]([Cl:39])[CH:35]=5)[CH:30]=4)(=[O:28])=[O:27])[CH2:22][CH2:21]3)=[O:19])=[CH:16][CH:15]=2)[CH2:10][CH2:9]1)=O)(C)(C)C.Cl>C(OCC)(=O)C.CCOCC>[ClH:39].[Cl:39][C:34]1[CH:35]=[C:36]2[C:31](=[CH:32][CH:33]=1)[CH:30]=[C:29]([S:26]([N:23]1[CH2:22][CH2:21][N:20]([C:18](=[O:19])[C:17]3[CH:40]=[CH:41][C:14]([CH:11]4[CH2:12][CH2:13][NH:8][CH2:9][CH2:10]4)=[CH:15][CH:16]=3)[CH2:25][CH2:24]1)(=[O:28])=[O:27])[CH:38]=[CH:37]2 |f:4.5|. Procedure details: To a solution of 1-[4-(N-tert-butoxycarbonylpiperidin-4-yl)benzoyl]-4-(6-chloronaphthalene-2-sulfonyl)piperazine (125 mg) in ethyl acetate (0.5 ml) was added 4 N hydrochloric acid in ethyl acetate solution (4 ml) and the solution was stirred at room temperature for 1 hour, and diluted with ether. The precipitate was filtered, washed with ether and dried to give a colorless solid of the title compound (105 mg). Reactants: C(C)(C)(C)OC(C1=CC=C(C=C1)NC1CCN(CC1)C(=O)C1=CC2=CC=CC=C2C=C1)=O (4-[1-(Naphthalene-2-carbonyl)-piperidin-4-ylamino]benzoic acid tert-butyl ester). Run in Cl (HCl). Reaction conditions: temperature 25 celsius, time 12 hour. Product: C1=C(C=CC2=CC=CC=C12)C(=O)N1CCC(CC1)NC1=CC=C(C(=O)O)C=C1 (4-[1-(Naphthalene-2-carbonyl)piperidin-4-ylamino]benzoic acid). The yield is 59.3%. Reaction SMILES: C([O:5][C:6](=[O:32])[C:7]1[CH:12]=[CH:11][C:10]([NH:13][CH:14]2[CH2:19][CH2:18][N:17]([C:20]([C:22]3[CH:31]=[CH:30][C:29]4[C:24](=[CH:25][CH:26]=[CH:27][CH:28]=4)[CH:23]=3)=[O:21])[CH2:16][CH2:15]2)=[CH:9][CH:8]=1)(C)(C)C>Cl>[CH:23]1[C:24]2[C:29](=[CH:28][CH:27]=[CH:26][CH:25]=2)[CH:30]=[CH:31][C:22]=1[C:20]([N:17]1[CH2:16][CH2:15][CH:14]([NH:13][C:10]2[CH:9]=[CH:8][C:7]([C:6]([OH:32])=[O:5])=[CH:12][CH:11]=2)[CH2:19][CH2:18]1)=[O:21]. Procedure: A solution of (10) (0.039 g, 0.09 mmol) in HCl (5 mL, 4M in 1,4-dioxane) was capped with a drying tube and stirred at 25° C. for 12 h. The reaction mixture was concentrated to give a white solid residue (0.02 g, 57%); 1H NMR (DMSO) δ 7.98 (m, 4H), 7.66 (d, 2H, J=8.7), 7.55 (m, 3H), 6.65 (d, 2H, J=8.8), 4.41 (m, 2H), 3.67 (m, 1H), 3.15 (m, 2H), 1.95 (m, 2H), 1.40 (m, 2H); 13C NMR (DMSO) δ 169.0, 167.4, 151.1, 133.6, 133.1, 132.3, 131.1, 128.3, 128.1, 127.7, 127.1, 126.8, 126.1, 124.3, 117.3, 111.... Reactants: O=C(Cl)OCc1ccccc1, COC(=O)CC1CCC(c2ccc(NC(=O)C(=O)NN)cc2)CC1, c1ccncc1. Yields the product COC(=O)CC1CCC(c2ccc(NC(=O)OCc3ccccc3)cc2)CC1. As a reaction SMILES: [Cl:25][C:26](=[O:27])[O:28][CH2:29][c:30]1[cH:31][cH:32][cH:33][cH:34][cH:35]1.[NH:1]([C:2](=[O:3])[C:4](=[O:5])[NH:6][c:7]1[cH:8][cH:9][c:10]([CH:13]2[CH2:14][CH2:15][CH:16]([CH2:19][C:20](=[O:21])[O:22][CH3:23])[CH2:17][CH2:18]2)[cH:11][cH:12]1)[NH2:24].[cH:36]1[cH:37][cH:38][n:39][cH:40][cH:41]1>>[C:4](=[O:5])([NH:6][c:7]1[cH:8][cH:9][c:10]([CH:13]2[CH2:14][CH2:15][CH:16]([CH2:19][C:20](=[O:21])[O:22][CH3:23])[CH2:17][CH2:18]2)[cH:11][cH:12]1)[O:28][CH2:29][c:30]1[cH:31][cH:32][cH:33][cH:34][cH:35]1. The reactants are C(#CCCCC)C1=NC(N(C=C1)[C@H]1[C@H](OC(C2=CC=CC=C2)=O)[C@H](OC(C2=CC=CC=C2)=O)[C@H](O1)COC(C1=CC=CC=C1)=O)=O (4-(1-Hexyn-1-yl)-1-(2,3,5-tri-O-benzoyl-β-D-ribofuranosyl)pyrimidin-2-one), solution, CC(=O)C (acetone). The reagents and catalysts are [Hg](OC(=O)C)OC(=O)C (Hg(OAc)2). The solvent is ClCCl (dichloromethane), CC(=O)OCC1=C2C=CC=CC2=C(C3=CC=CC=C31)COC(=O)C.O (acetic H2O). Reaction conditions: time 18 hour. The product is C(C(CCCC)=O)C1=NC(N(C=C1)[C@H]1[C@H](OC(C2=CC=CC=C2)=O)[C@H](OC(C2=CC=CC=C2)=O)[C@H](O1)COC(C1=CC=CC=C1)=O)=O (4-(2-Hexanon-1-yl)-1-(2,3,5-tri-O-benzoyl-β-D-ribofuranosyl)pyrimidin-2-one). Reaction SMILES: [C:1]([C:7]1[CH:12]=[CH:11][N:10]([C@@H:13]2[O:35][C@H:34]([CH2:36][O:37][C:38](=[O:45])[C:39]3[CH:44]=[CH:43][CH:42]=[CH:41][CH:40]=3)[C@@H:24]([O:25][C:26](=[O:33])[C:27]3[CH:32]=[CH:31][CH:30]=[CH:29][CH:28]=3)[C@H:14]2[O:15][C:16](=[O:23])[C:17]2[CH:22]=[CH:21][CH:20]=[CH:19][CH:18]=2)[C:9](=[O:46])[N:8]=1)#[C:2][CH2:3][CH2:4][CH2:5][CH3:6].CC(C)=[O:49]>CC(OCC1C2C(=CC=CC=2)C(COC(C)=O)=C2C=1C=CC=C2)=O.O.ClCCl.[Hg](OC(C)=O)OC(C)=O>[CH2:1]([C:7]1[CH:12]=[CH:11][N:10]([C@@H:13]2[O:35][C@H:34]([CH2:36][O:37][C:38](=[O:45])[C:39]3[CH:44]=[CH:43][CH:42]=[CH:41][CH:40]=3)[C@@H:24]([O:25][C:26](=[O:33])[C:27]3[CH:28]=[CH:29][CH:30]=[CH:31][CH:32]=3)[C@H:14]2[O:15][C:16](=[O:23])[C:17]2[CH:18]=[CH:19][CH:20]=[CH:21][CH:22]=2)[C:9](=[O:46])[N:8]=1)[C:2](=[O:49])[CH2:3][CH2:4][CH2:5][CH3:6] |f:2.3|. Procedure: A solution of 14a (0.77 g, 1.2 mmol) in 50 mL acetone is treated with a 0.1 M solution of Hg(OAc)2 (15 mL) in aqueous acetic-H2O (1:1) and the mixture stirred at room temperature for 18 hr. The reaction is further diluted with dichloromethane (100 mL), washed with cold saturated NaHCO3 solution, dried over magnesium sulfate and evaporated in vacuo. The resulting residue is flash-chromatographed using chloroform/acetone 19:1 to afford a yellowish solid. This solid is triturated with cold methanol... Reactants: COc1cc(C)c(S(=O)(=O)N(CC(=O)O)C2CC2)c(C)c1, CCN(C(C)C)C(C)C, COC(=O)c1cccc(N)c1N, On1nnc2ccccc21. Yields the product COC(=O)c1cccc(NC(=O)CN(C2CC2)S(=O)(=O)c2c(C)cc(OC)cc2C)c1N. RXN SMILES: [CH:1]1([N:4]([S:5](=[O:6])(=[O:7])[c:8]2[c:9]([CH3:17])[cH:10][c:11]([O:15][CH3:16])[cH:12][c:13]2[CH3:14])[CH2:18][C:19](=[O:20])[OH:21])[CH2:2][CH2:3]1.[CH:44]([N:45]([CH2:46][CH3:47])[CH:48]([CH3:49])[CH3:50])([CH3:51])[CH3:52].[NH2:22][c:23]1[c:24]([C:25](=[O:26])[O:27][CH3:28])[cH:29][cH:30][cH:31][c:32]1[NH2:33].[OH:34][n:35]1[c:36]2[c:37]([cH:38][cH:39][cH:40][cH:41]2)[n:42][n:43]1>>[CH:1]1([N:4]([S:5](=[O:6])(=[O:7])[c:8]2[c:9]([CH3:17])[cH:10][c:11]([O:15][CH3:16])[cH:12][c:13]2[CH3:14])[CH2:18][C:19](=[O:20])[NH:33][c:32]2[c:23]([NH2:22])[c:24]([C:25](=[O:26])[O:27][CH3:28])[cH:29][cH:30][cH:31]2)[CH2:2][CH2:3]1. Starting materials: C(CCCCCCCCCCCO)O (1,12-Dodecanediol), BrCCCCCCCCCCCCBr (1,12-dibromododecane). Run in Br (hydrogen bromide), petroleum ether. Product: BrCCCCCCCCCCCCO (12-Bromododecan-1-ol). Reaction SMILES: [CH2:1](O)[CH2:2][CH2:3][CH2:4][CH2:5][CH2:6][CH2:7][CH2:8][CH2:9][CH2:10][CH2:11][CH2:12][OH:13].[Br:15]CCCCCCCCCCCCBr>Br>[Br:15][CH2:1][CH2:2][CH2:3][CH2:4][CH2:5][CH2:6][CH2:7][CH2:8][CH2:9][CH2:10][CH2:11][CH2:12][OH:13]. Reported procedure: 1,12-Dodecanediol (50 g, 0.25 mol) in hydrogen bromide 48% (220 ml) was continuously extracted with petroleum ether (b.p. 80-100° C.) (300 ml) for 18 hours. The solvent was evaporated under reduced pressure and the crude oil obtained was filtered through a pad of silica gel. Elution with petroleum ether (b.p. 40-60° C.) gave a colourless fraction containing 1,12-dibromododecane. The silica gel was then eluted with acetone to give the title compound as a pale yellow oil after evaporation of the s...